Task: describe an organic reaction: reactants, conditions, products, and yield. Dataset: the Open Reaction Database (ORD), a public repository of structured organic reaction records The reactants are C(C1=CC=CC=C1)OC1=C(C=C(N)C=C1)F (4-benzyloxy-3-fluoroaniline), C1(=CC=CC=C1)C1=CC=CC=C1 (biphenyl), C(C)OC=C(C(=O)OCC)C#N (ethyl (ethoxymethylene)cyanoacetate), C1(=CC=CC=C1)OC1=CC=CC=C1 (diphenyl ether). The product is C(C1=CC=CC=C1)OC=1C=C2C(C(=CNC2=CC1F)C#N)=O (6-benzyloxy-7-fluoro-4-oxo-1, 4-dihydro-3-quinolinecarbonitrile). Yield: 31.7%. RXN SMILES: [CH2:1]([O:8][C:9]1[CH:15]=[CH:14][C:12]([NH2:13])=[CH:11][C:10]=1[F:16])[C:2]1[CH:7]=[CH:6][CH:5]=[CH:4][CH:3]=1.C([O:19][CH:20]=[C:21]([C:27]#[N:28])[C:22](OCC)=O)C.C1(OC2C=CC=CC=2)C=CC=CC=1.C1(C2C=CC=CC=2)C=CC=CC=1>>[CH2:1]([O:8][C:9]1[CH:15]=[C:14]2[C:12](=[CH:11][C:10]=1[F:16])[NH:13][CH:22]=[C:21]([C:27]#[N:28])[C:20]2=[O:19])[C:2]1[CH:3]=[CH:4][CH:5]=[CH:6][CH:7]=1. Reported procedure: A mixture of 4-benzyloxy-3-fluoroaniline (6.06 g, 27.9 mmol) (U.S. Pat. No. 5,622,967) and ethyl (ethoxymethylene)cyanoacetate (5.08 g, 30.0 mmol) is heated at 120° C. for 45 minutes then cooled to room temperature. This solid is added in portions to a 3:1 mixture of diphenyl ether:biphenyl at 245° C. This mixture is heated at 245° C. for 3 hours then cooled and the solids are collected by filtration, washing with hexane and diethyl ether to provides 2.60 g of 6-benzyloxy-7-fluoro-4-oxo-1, 4-dih... The reactants are CC(C)(C)OC(=O)N1CCC(CC1)C1=C(C=C(C=C1F)N1C(O[C@H](C1)CN=[N+]=[N-])=O)F ((R)-(−)-4-[4-[5-(azidomethyl)-2-oxo-3-oxazolidinyl]-2,6-difluorophenyl]-1-piperidinecarboxylic acid 1,1-dimethylethyl ester). Reagents/catalysts: [Pd] (palladium on carbon). The solvent is CO (methanol). Run at time 18 hour. The product is C1(=CC=CC=C1)COC(=O)N1CCC(CC1)C1=C(C=C(C=C1F)N1C(O[C@H](C1)CNC(C)=O)=O)F ((S)-(−)-4-[4-[5-[(Acetylamino)methyl]-2-oxo-3-oxazolidinyl]-2,6-difluorophenyl]-1-piperidinecarboxylic acid phenylmethyl ester). RXN SMILES: CC([O:5][C:6]([N:8]1[CH2:13][CH2:12][CH:11]([C:14]2[C:19]([F:20])=[CH:18][C:17]([N:21]3[CH2:25][C@H:24]([CH2:26][N:27]=[N+]=[N-])[O:23][C:22]3=[O:30])=[CH:16][C:15]=2[F:31])[CH2:10][CH2:9]1)=[O:7])(C)C>[Pd].CO>[C:14]1([CH2:11][O:5][C:6]([N:8]2[CH2:13][CH2:12][CH:11]([C:14]3[C:19]([F:20])=[CH:18][C:17]([N:21]4[CH2:25][C@H:24]([CH2:26][NH:27][C:24](=[O:23])[CH3:25])[O:23][C:22]4=[O:30])=[CH:16][C:15]=3[F:31])[CH2:10][CH2:9]2)=[O:7])[CH:19]=[CH:18][CH:17]=[CH:16][CH:15]=1. Reported procedure: A mixture of (R)-(−)-4-[4-[5-(azidomethyl)-2-oxo-3-oxazolidinyl]-2,6-difluorophenyl]-1-piperidinecarboxylic acid 1,1-dimethylethyl ester ((EXAMPLE 35, Step 6, 1.51 g) and 10% palladium on carbon (367 mg) in methanol (35 mL) is stirred under a hydrogen atmosphere (balloon) for 18 hours, the catalyst is removed by filtration through Celite and the filtrate is concentrated under reduced pressure to give the 5-aminomethyl-2-oxazolidinone intermediate (Rf=0.10 by TLC, methanol/chloroform, 5/95). A so... Reaction SMILES: [CH3:32][O:33][CH2:34][C:35](=[O:36])[N:37]1[CH2:38][CH:39]([CH3:43])[NH:40][CH2:41][CH2:42]1.[Cl:1][c:2]1[cH:3][c:4]([C:28]([F:29])([F:30])[F:31])[c:5]([CH2:6][n:7]2[n:8][cH:9][c:10]3[cH:11][c:12]([CH:16]=[C:17]4[C:18](=[O:25])[N:19]=[C:20]([S:22][CH2:23][CH3:24])[S:21]4)[cH:13][cH:14][c:15]23)[cH:26][cH:27]1>>[Cl:1][c:2]1[cH:3][c:4]([C:28]([F:29])([F:30])[F:31])[c:5]([CH2:6][n:7]2[n:8][cH:9][c:10]3[cH:11][c:12]([CH:16]=[C:17]4[C:18](=[O:25])[N:19]=[C:20]([N:40]5[CH:39]([CH3:43])[CH2:38][N:37]([C:35]([CH2:34][O:33][CH3:32])=[O:36])[CH2:42][CH2:41]5)[S:21]4)[cH:13][cH:14][c:15]23)[cH:26][cH:27]1. Reactants: COCC(=O)N1CCNC(C)C1, CCSC1=NC(=O)C(=Cc2ccc3c(cnn3Cc3ccc(Cl)cc3C(F)(F)F)c2)S1. The product is COCC(=O)N1CCN(C2=NC(=O)C(=Cc3ccc4c(cnn4Cc4ccc(Cl)cc4C(F)(F)F)c3)S2)C(C)C1. Reactants: carboxylate, NC=1SC(=C(N1)C1=CC=C(C=C1)F)C(=O)OCC (ethyl 2-amino-4-(p-fluorophenyl)-5-thiazolecarboxylate), carboxylate, Cl (hydrochloric acid), cuprous chloride, Cl (hydrochloric acid), C(C)(=O)O (acetic acid), N(=O)[O-].[Na+] (sodium nitrite). The solvent is C(Cl)(Cl)Cl (chloroform), C(Cl)(Cl)Cl (chloroform), O (water). Reaction conditions: time 30 minute. Yields the product ClC=1SC(=C(N1)C1=CC=C(C=C1)F)C(=O)OCC (ethyl 2-chloro-4-(p-fluorophenyl)-5-thiazolecarboxylate). Yield: 77.0%. As a reaction SMILES: N[C:2]1[S:3][C:4]([C:14]([O:16][CH2:17][CH3:18])=[O:15])=[C:5]([C:7]2[CH:12]=[CH:11][C:10]([F:13])=[CH:9][CH:8]=2)[N:6]=1.[ClH:19].C(O)(=O)C.N([O-])=O.[Na+]>O.C(Cl)(Cl)Cl>[Cl:19][C:2]1[S:3][C:4]([C:14]([O:16][CH2:17][CH3:18])=[O:15])=[C:5]([C:7]2[CH:12]=[CH:11][C:10]([F:13])=[CH:9][CH:8]=2)[N:6]=1 |f:3.4|. Procedure details: A mixture of 10.5 g (0.05 mole) of ethyl p-fluorobenzoylacetate, 6.7 g (0.05 mole) of sulfuryl chloride and 30 ml. of chloroform was held at reflux for 18 hours and cooled. The chloroform solution was washed with water, dried (MgSO4) and concentrated under reduced pressure. The residue was distilled to give 10.8 g (88%) of ethyl 2-chloro-(p-fluoro)-benzoylacetate as an oil. A mixture of 10.8 g (0.0441 mole) of ethyl 2-chloro-(p-fluoro)benzoylacetate, 3.36 g (0.0441 mole) of thiourea, 20 ml. of w... The reactants are CCCCC1(O)CCN(Cc2ccccc2)CC1, CO, O=C[O-], ClC(Cl)Cl, [NH4+]. The product is CCCCC1(O)CCNCC1. As a reaction SMILES: [CH2:1]([c:2]1[cH:3][cH:4][cH:5][cH:6][cH:7]1)[N:8]1[CH2:9][CH2:10][C:11]([OH:14])([CH2:15][CH2:16][CH2:17][CH3:18])[CH2:12][CH2:13]1.[CH3:23][OH:24].[CH:19]([O-:20])=[O:21].[Cl:25][CH:26]([Cl:27])[Cl:28].[NH4+:22]>>[NH:8]1[CH2:9][CH2:10][C:11]([OH:14])([CH2:15][CH2:16][CH2:17][CH3:18])[CH2:12][CH2:13]1. Reactants: COC([C@H](CC1=CC=C(C=C1)Br)NC(C1=C(C=CC(=C1)Cl)N)=O)=O ((2S)-(2-Amino-5-chloro-benzoylamino)-3-(4-bromo-phenyl)-propionic acid methyl ester), C1=C(C=CC2=CC=CC=C12)C=O (naphthalene-2-carbaldehyde), C(C)(=O)O[BH-](OC(C)=O)OC(C)=O.[Na+] (sodium triacetoxyborohydride). Product: COC(C(CC1=CC=C(C=C1)Br)NC(C1=C(C=CC(=C1)Cl)NCC1=CC2=CC=CC=C2C=C1)=O)=O (3-(4-Bromo-phenyl)-2-{5-chloro-2-[(naphthalen-2-ylmethyl)-amino]-benzoylamino}-propionic acid methyl ester). Yield: 79.8%. As a reaction SMILES: [CH3:1][O:2][C:3](=[O:24])[C@@H:4]([NH:13][C:14](=[O:23])[C:15]1[CH:20]=[C:19]([Cl:21])[CH:18]=[CH:17][C:16]=1[NH2:22])[CH2:5][C:6]1[CH:11]=[CH:10][C:9]([Br:12])=[CH:8][CH:7]=1.[CH:25]1[C:34]2[C:29](=[CH:30][CH:31]=[CH:32][CH:33]=2)[CH:28]=[CH:27][C:26]=1[CH:35]=O.C(O[BH-](OC(=O)C)OC(=O)C)(=O)C.[Na+]>>[CH3:1][O:2][C:3](=[O:24])[CH:4]([NH:13][C:14](=[O:23])[C:15]1[CH:20]=[C:19]([Cl:21])[CH:18]=[CH:17][C:16]=1[NH:22][CH2:35][C:26]1[CH:27]=[CH:28][C:29]2[C:34](=[CH:33][CH:32]=[CH:31][CH:30]=2)[CH:25]=1)[CH2:5][C:6]1[CH:7]=[CH:8][C:9]([Br:12])=[CH:10][CH:11]=1 |f:2.3|. Procedure details: The (2S)-(2-Amino-5-chloro-benzoylamino)-3-(4-bromo-phenyl)-propionic acid methyl ester (0.400 g, 0.972 mmol) was made according to the procedure for Example 282 and this was subjected to reductive amination with naphthalene-2-carbaldehyde (0.227 g, 1.45 mmol) and sodium triacetoxyborohydride (0.515 g, 2.43 mmol) as per general procedure E to yield the 3-(4-Bromo-phenyl)-2-{5-chloro-2-[(naphthalen-2-ylmethyl)-amino]-benzoylamino}-propionic acid methyl ester (0.428 g, 80%).